This data is from the Open Reaction Database (ORD), a public repository of structured organic reaction records. The task is: describe an organic reaction: reactants, conditions, products, and yield Starting materials: NC1=NC(=C(C(=N1)C=1OC=CC1)C#N)OCCC1=NC=CC=C1 (2-amino-4-furan-2-yl-6-(2-pyridin-2-yl-ethoxy)-pyrimidine-5-carbonitrile), ClN1C(CCC1=O)=O (N-chlorosuccinimide), M{35Cl} H+. The solvent is CN(C)C=O (DMF). Yields the product NC1=NC(=C(C(=N1)C=1OC(=CC1)Cl)C#N)OCCC1=NC=CC=C1 (2-Amino-4-(5-chloro-furan-2-yl)-6-(2-pyridin-2-yl-ethoxy)-pyrimidine-5-carbonitrile). Reaction SMILES: [NH2:1][C:2]1[N:7]=[C:6]([C:8]2[O:9][CH:10]=[CH:11][CH:12]=2)[C:5]([C:13]#[N:14])=[C:4]([O:15][CH2:16][CH2:17][C:18]2[CH:23]=[CH:22][CH:21]=[CH:20][N:19]=2)[N:3]=1.[Cl:24]N1C(=O)CCC1=O>CN(C=O)C>[NH2:1][C:2]1[N:7]=[C:6]([C:8]2[O:9][C:10]([Cl:24])=[CH:11][CH:12]=2)[C:5]([C:13]#[N:14])=[C:4]([O:15][CH2:16][CH2:17][C:18]2[CH:23]=[CH:22][CH:21]=[CH:20][N:19]=2)[N:3]=1. Procedure details: From 2-amino-4-furan-2-yl-6-(2-pyridin-2-yl-ethoxy)-pyrimidine-5-carbonitrile and N-chlorosuccinimide in DMF. ES-MS m/e (%): 344 (M{37C }+H+, 30), 342 (M{35Cl}+H+, 100). Starting materials: NC=1C=CC(=C(C1)C(=O)C1=CC=C(C=C1)OC)C ((5-amino-2-methyl-phenyl)-(4-methoxy-phenyl)-methanone), NC=1C=CC(=C(C1)C(O)C1=CC=C(C=C1)OC)C ((5-amino-2-methyl-phenyl)-(4-methoxy-phenyl)-methanol), CC1=C(C=C(C=C1)[N+](=O)[O-])C(=O)C1=CC=C(C=C1)OC ((2-methyl-5-nitro-phenyl)-(4-methoxy-phenyl)-methanone). Reagents/catalysts: [Pd] (Pd on carbon). Solvent: C(C)(=O)OCC (ethyl acetate). Conditions: time 4.5 hour. Yields the product NC1=CC(=C(C=C1)C)CC1=CC=C(C=C1)OC (4-Amino-2-(4-methoxy-benzyl)-1-methyl-benzene). Reaction SMILES: [CH3:1][C:2]1[CH:7]=[CH:6][C:5]([N+:8]([O-])=O)=[CH:4][C:3]=1[C:11]([C:13]1[CH:18]=[CH:17][C:16]([O:19][CH3:20])=[CH:15][CH:14]=1)=O.NC1C=CC(C)=C(C(C2C=CC(OC)=CC=2)=O)C=1.NC1C=CC(C)=C(C(C2C=CC(OC)=CC=2)O)C=1>C(OCC)(=O)C.[Pd]>[NH2:8][C:5]1[CH:6]=[CH:7][C:2]([CH3:1])=[C:3]([CH2:11][C:13]2[CH:18]=[CH:17][C:16]([O:19][CH3:20])=[CH:15][CH:14]=2)[CH:4]=1. Procedure: A mixture of (2-methyl-5-nitro-phenyl)-(4-methoxy-phenyl)-methanone (5.8 g) and 10% Pd on carbon (1.0 g) in ethyl acetate (200 mL) is shaken under hydrogen atmosphere (7 bar) at ambient temperature for 4.5 h. The solution is separated from the palladium catalyst by filtration and the filtrate is concentrated in vacuo to give a mixture of the title compound, (5-amino-2-methyl-phenyl)-(4-methoxy-phenyl)-methanone and (5-amino-2-methyl-phenyl)-(4-methoxy-phenyl)-methanol. This compound mixture is d... Starting materials: C(C)(C)(C)OC([C@H](C)N1C(N(C2=C1C=CC=C2)CC=2C1=C(SC2)C=CC=C1C)=O)=O ((S)-2-[3-(4-Methyl-benzo[b]thiophen-3-ylmethyl)-2-oxo-2,3-dihydro-benzimidazol-1-yl]-propionic acid tert-butyl ester), C(=O)(C(F)(F)F)O (TFA). Solvent: C(Cl)Cl (CH2Cl2), C(Cl)Cl (CH2Cl2). Conditions: time 3 hour. Product: CC1=CC=CC2=C1C(=CS2)CN2C(N(C1=C2C=CC=C1)[C@H](C(=O)O)C)=O ((2S)-2-{3-[(4-methyl-1-benzothien-3-yl)methyl]-2-oxo-2,3-dihydro-1H-benzimidazol-1-yl}propanoic acid). Yield: 67.3%. Reaction SMILES: C([O:5][C:6](=[O:30])[C@@H:7]([N:9]1[C:13]2[CH:14]=[CH:15][CH:16]=[CH:17][C:12]=2[N:11]([CH2:18][C:19]2[C:20]3[C:27]([CH3:28])=[CH:26][CH:25]=[CH:24][C:21]=3[S:22][CH:23]=2)[C:10]1=[O:29])[CH3:8])(C)(C)C.C(O)(C(F)(F)F)=O>C(Cl)Cl>[CH3:28][C:27]1[C:20]2[C:19]([CH2:18][N:11]3[C:12]4[CH:17]=[CH:16][CH:15]=[CH:14][C:13]=4[N:9]([C@@H:7]([CH3:8])[C:6]([OH:30])=[O:5])[C:10]3=[O:29])=[CH:23][S:22][C:21]=2[CH:24]=[CH:25][CH:26]=1. Procedure details: To a solution of (S)-2-[3-(4-Methyl-benzo[b]thiophen-3-ylmethyl)-2-oxo-2,3-dihydro-benzimidazol-1-yl]-propionic acid tert-butyl ester (0.12 g, 0.28 mmol) in CH2Cl2 (5 mL) was added TFA (2 mL). The reaction mixture was stirred at room temperature for 3 h. When the reaction was complete, the reaction mixture was diluted with CH2Cl2 and washed with water. The organic phase was dried over Na2SO4 and concentrated. When a small amount of CH2Cl2 (˜3 mL) was added to the resulting residue, a white solid... The reactants are CC1=NC=2C(=NC(=CC2C(=O)OC)N2CCOCC2)N1CC1=CC=CC2=CC=CC=C12 (methyl 2-methyl-5-morpholino-3-(naphthalen-1-ylmethyl)-3H-imidazo[4,5-b]pyridine-7-carboxylate). The solvent is [Li+].[OH-] (LiOH), C1CCOC1 (THF). Reaction conditions: temperature 50 celsius, time 5 hour. Yields the product CC1=NC=2C(=NC(=CC2C(=O)O)N2CCOCC2)N1CC1=CC=CC2=CC=CC=C12 (2-methyl-5-morpholino-3-(naphthalen-1-ylmethyl)-3H-imidazo[4,5-b]pyridine-7-carboxylic acid). Isolated yield 49.7%. RXN SMILES: [CH3:1][C:2]1[N:20]([CH2:21][C:22]2[C:31]3[C:26](=[CH:27][CH:28]=[CH:29][CH:30]=3)[CH:25]=[CH:24][CH:23]=2)[C:5]2=[N:6][C:7]([N:14]3[CH2:19][CH2:18][O:17][CH2:16][CH2:15]3)=[CH:8][C:9]([C:10]([O:12]C)=[O:11])=[C:4]2[N:3]=1>[Li+].[OH-].C1COCC1>[CH3:1][C:2]1[N:20]([CH2:21][C:22]2[C:31]3[C:26](=[CH:27][CH:28]=[CH:29][CH:30]=3)[CH:25]=[CH:24][CH:23]=2)[C:5]2=[N:6][C:7]([N:14]3[CH2:19][CH2:18][O:17][CH2:16][CH2:15]3)=[CH:8][C:9]([C:10]([OH:12])=[O:11])=[C:4]2[N:3]=1 |f:1.2|. Procedure details: A mixture of methyl 2-methyl-5-morpholino-3-(naphthalen-1-ylmethyl)-3H-imidazo[4,5-b]pyridine-7-carboxylate (134 mg, 0.32 mmol) in 2N LiOH (15 mL) and THF (15 mL) was stirred at 50° C. for 5 h. It was cooled to room temperature and the precipitate was collected by filtration. It was then poured into water (100 mL) and the suspension was acidified with formic acid to pH=1. It was filtered and the solid was purified by chromatography on silica gel eluted with MeOH/DCM=1/5 to afford the crude produ... The reactants are CCCCCCCCCC(=O)Cl, ClCCl, Cl, Nc1ccccc1, c1ccncc1. Yields the product CCCCCCCCCC(=O)Nc1ccccc1. As a reaction SMILES: [C:14]([CH2:15][CH2:16][CH2:17][CH2:18][CH2:19][CH2:20][CH2:21][CH2:22][CH3:23])(=[O:24])[Cl:25].[Cl:27][CH2:28][Cl:29].[ClH:26].[NH2:1][c:2]1[cH:3][cH:4][cH:5][cH:6][cH:7]1.[cH:8]1[cH:9][cH:10][n:11][cH:12][cH:13]1>>[NH:1]([c:2]1[cH:3][cH:4][cH:5][cH:6][cH:7]1)[C:14]([CH2:15][CH2:16][CH2:17][CH2:18][CH2:19][CH2:20][CH2:21][CH2:22][CH3:23])=[O:24]. Solvent: C1CCOC1 (THF). Conditions: temperature -78 celsius, time 1 hour. Yield: 78.7%. Starting materials: [Li]CCCC (BuLi), BrC=1C=NC=CC1C(OCC)OCC (3-bromo-4-diethoxymethyl-pyridine), CN(C)C=O (DMF). Reported procedure: BuLi (5.84 mL, 9.35 mmol) was added to a solution of 3-bromo-4-diethoxymethyl-pyridine (2.21 g, 8.50 mmol) in THF (50 mL) at −78° C. After 1 h, DMF (6.58 mL, 85 mmol) was added. The reaction was stirred at −78° C. for 1 hr. It was then warmed to room temperature, quenched with water and extracted with ethyl acetate. The organic layer was dried over sodium sulfate and concentrated in vacuo to afford 1.4 g of 4-diethoxymethyl-pyridine-3-carbaldehyde, which was taken in the next step without furthe... Reaction SMILES: [Li]CCCC.Br[C:7]1[CH:8]=[N:9][CH:10]=[CH:11][C:12]=1[CH:13]([O:17][CH2:18][CH3:19])[O:14][CH2:15][CH3:16].CN([CH:23]=[O:24])C>C1COCC1>[CH2:15]([O:14][CH:13]([O:17][CH2:18][CH3:19])[C:12]1[CH:11]=[CH:10][N:9]=[CH:8][C:7]=1[CH:23]=[O:24])[CH3:16]. The product is C(C)OC(C1=C(C=NC=C1)C=O)OCC (4-diethoxymethyl-pyridine-3-carbaldehyde).